Dataset: the Open Reaction Database (ORD), a public repository of structured organic reaction records. Task: describe an organic reaction: reactants, conditions, products, and yield The reactants are CCc1cc(-c2ccc(S(=O)(=O)Cl)s2)c(C)[nH]c1=O, c1ccc(N2CCNCC2)nc1. Product: CCc1cc(-c2ccc(S(=O)(=O)N3CCN(c4ccccn4)CC3)s2)c(C)[nH]c1=O, Cl. RXN SMILES: [CH2:1]([CH3:2])[c:3]1[cH:4][c:5](-[c:11]2[cH:12][cH:13][c:14]([S:16](=[O:17])(=[O:18])[Cl:19])[s:15]2)[c:6]([CH3:10])[nH:7][c:8]1=[O:9].[n:20]1[c:21]([N:26]2[CH2:27][CH2:28][NH:29][CH2:30][CH2:31]2)[cH:22][cH:23][cH:24][cH:25]1>>[CH2:1]([CH3:2])[c:3]1[cH:4][c:5](-[c:11]2[cH:12][cH:13][c:14]([S:16](=[O:17])(=[O:18])[N:29]3[CH2:28][CH2:27][N:26]([c:21]4[n:20][cH:25][cH:24][cH:23][cH:22]4)[CH2:31][CH2:30]3)[s:15]2)[c:6]([CH3:10])[nH:7][c:8]1=[O:9].[ClH:19]. The reactants are FC(C(=O)O)(F)F.FC(C(=O)O)(F)F.FC(C(=O)O)(F)F.ClC=1C=NC=2NC=3C=NC=C(CCC4=C(C=CC(NC1N2)=C4)NC(CC4CCNCC4)=O)C3 (N-[6-chloro-2,4,8,18,22-pentaazatetracyclo[14.3.1.1(3,7).1(9,13)]docosa-1(20),3(22),4,6,9(21),10,12,16,18-nonaen-12-yl]-2-piperidin-4-ylacetamide tris(trifluoroacetate)), C(C)(C)C1=CC(=NO1)C(=O)O (5-isopropylisoxazole-3-carboxylic acid). Yields the product FC(C(=O)O)(F)F.FC(C(=O)O)(F)F.ClC=1C=NC=2NC=3C=NC=C(CCC4=C(C=CC(NC1N2)=C4)NC(CC4CCN(CC4)C(=O)C4=NOC(=C4)C(C)C)=O)C3 (N-[6-Chloro-2,4,8,18,22-pentaazatetracyclo[14.3.1.1(3,7).1(9,13)]docosa-1(20),3(22),4,6,9(21),10,12,16,18-nonaen-12-yl]-2-{1-[(5-isopropylisoxazol-3-yl)carbonyl]piperidin-4-yl}acetamide bis(trifluoroacetate)). The yield is 18.0%. As a reaction SMILES: [F:1][C:2]([F:7])([F:6])[C:3]([OH:5])=[O:4].[F:8][C:9]([F:14])([F:13])[C:10]([OH:12])=[O:11].FC(F)(F)C(O)=O.[Cl:22][C:23]1[CH:24]=[N:25][C:26]2[NH:27][C:28]3[CH:29]=[N:30][CH:31]=[C:32]([CH:54]=3)[CH2:33][CH2:34][C:35]3[CH:43]=[C:39]([NH:40][C:41]=1[N:42]=2)[CH:38]=[CH:37][C:36]=3[NH:44][C:45](=[O:53])[CH2:46][CH:47]1[CH2:52][CH2:51][NH:50][CH2:49][CH2:48]1.[CH:55]([C:58]1[O:62][N:61]=[C:60]([C:63](O)=[O:64])[CH:59]=1)([CH3:57])[CH3:56]>>[F:1][C:2]([F:7])([F:6])[C:3]([OH:5])=[O:4].[F:8][C:9]([F:14])([F:13])[C:10]([OH:12])=[O:11].[Cl:22][C:23]1[CH:24]=[N:25][C:26]2[NH:27][C:28]3[CH:29]=[N:30][CH:31]=[C:32]([CH:54]=3)[CH2:33][CH2:34][C:35]3[CH:43]=[C:39]([NH:40][C:41]=1[N:42]=2)[CH:38]=[CH:37][C:36]=3[NH:44][C:45](=[O:53])[CH2:46][CH:47]1[CH2:52][CH2:51][N:50]([C:63]([C:60]2[CH:59]=[C:58]([CH:55]([CH3:57])[CH3:56])[O:62][N:61]=2)=[O:64])[CH2:49][CH2:48]1 |f:0.1.2.3,5.6.7|. Procedure details: The desired compound was prepared according to the procedure of Example A27 using N-[6-chloro-2,4,8,18,22-pentaazatetracyclo[14.3.1.1(3,7).1(9,13)]docosa-1(20),3(22),4,6,9(21),10,12,16,18-nonaen-12-yl]-2-piperidin-4-ylacetamide tris(trifluoroacetate) and 5-isopropylisoxazole-3-carboxylic acid as starting materials in 18% yield. LCMS for C31H34ClN8O3 (M+H)+: m/z=601.2. Starting materials: [BH4-], CN, CO, Cc1cc(C)c2c(c1O)C(=O)C1CCCCC21, ClC(Cl)Cl, [Na+], O. Yields the product CNC1c2c(O)c(C)cc(C)c2C2CCCCC21. RXN SMILES: [BH4-:20].[CH3:1][NH2:2].[CH3:23][OH:24].[CH3:3][c:4]1[c:5]2[c:13]([c:14]([OH:18])[c:15]([CH3:17])[cH:16]1)[C:12](=[O:19])[CH:11]1[CH:6]2[CH2:7][CH2:8][CH2:9][CH2:10]1.[CH:25]([Cl:26])([Cl:27])[Cl:28].[Na+:21].[OH2:22]>>[CH3:1][NH:2][CH:12]1[CH:11]2[CH:6]([c:5]3[c:4]([CH3:3])[cH:16][c:15]([CH3:17])[c:14]([OH:18])[c:13]31)[CH2:7][CH2:8][CH2:9][CH2:10]2. Starting materials: Cc1cnc(N)cc1C(C)(C)O[SiH2]C(C)(C)C, C1CCOC1, N#Cc1cnc(Cl)s1, Cl, [H-], [Na+], O. The product is Cc1cnc(Nc2ncc(C#N)s2)cc1C(C)(C)O[SiH2]C(C)(C)C. As a reaction SMILES: [C:3]([CH3:4])([CH3:5])([CH3:6])[SiH2:7][O:8][C:9]([c:10]1[cH:11][c:12]([NH2:17])[n:13][cH:14][c:15]1[CH3:16])([CH3:18])[CH3:19].[CH2:30]1[O:31][CH2:32][CH2:33][CH2:34]1.[Cl:20][c:21]1[s:22][c:23]([C:26]#[N:27])[cH:24][n:25]1.[ClH:28].[H-:2].[Na+:1].[OH2:29]>>[C:3]([CH3:4])([CH3:5])([CH3:6])[SiH2:7][O:8][C:9]([c:10]1[cH:11][c:12]([NH:17][c:21]2[s:22][c:23]([C:26]#[N:27])[cH:24][n:25]2)[n:13][cH:14][c:15]1[CH3:16])([CH3:18])[CH3:19]. The reactants are CNS(=O)(=O)c1ccc(NC(=O)Nc2cccc(C#N)c2)cc1, CCCCN1CCNCC1. The product is CCCCN1CCN(C(=N)c2cccc(NC(=O)Nc3ccc(S(=O)(=O)NC)cc3)c2)CC1. Reaction SMILES: [C:1](#[N:2])[c:3]1[cH:4][c:5]([NH:9][C:10]([NH:11][c:12]2[cH:13][cH:14][c:15]([S:18](=[O:19])(=[O:20])[NH:21][CH3:22])[cH:16][cH:17]2)=[O:23])[cH:6][cH:7][cH:8]1.[CH2:24]([CH2:25][CH2:26][CH3:27])[N:28]1[CH2:29][CH2:30][NH:31][CH2:32][CH2:33]1>>[C:1](=[NH:2])([c:3]1[cH:4][c:5]([NH:9][C:10]([NH:11][c:12]2[cH:13][cH:14][c:15]([S:18](=[O:19])(=[O:20])[NH:21][CH3:22])[cH:16][cH:17]2)=[O:23])[cH:6][cH:7][cH:8]1)[N:31]1[CH2:30][CH2:29][N:28]([CH2:24][CH2:25][CH2:26][CH3:27])[CH2:33][CH2:32]1. Starting materials: CC(=O)O[BH-](OC(C)=O)OC(C)=O, COC(=O)c1ccncc1N, CN(C)C=O, [Na+], O=C1CCOCC1, O=C(O)C(F)(F)F. Yields the product COC(=O)c1ccncc1NC1CCOCC1. Reaction SMILES: [C:19]([O:20][BH-:21]([O:22][C:23](=[O:24])[CH3:25])[O:26][C:27](=[O:28])[CH3:29])(=[O:30])[CH3:31].[CH3:1][O:2][C:3]([c:4]1[c:5]([NH2:10])[cH:6][n:7][cH:8][cH:9]1)=[O:11].[CH3:40][N:41]([CH3:42])[CH:43]=[O:44].[Na+:32].[O:33]1[CH2:34][CH2:35][C:36](=[O:39])[CH2:37][CH2:38]1.[OH:12][C:13]([C:14]([F:15])([F:16])[F:17])=[O:18]>>[CH3:1][O:2][C:3]([c:4]1[c:5]([NH:10][CH:36]2[CH2:35][CH2:34][O:33][CH2:38][CH2:37]2)[cH:6][n:7][cH:8][cH:9]1)=[O:11].